This data is from the Open Reaction Database (ORD), a public repository of structured organic reaction records. The task is: describe an organic reaction: reactants, conditions, products, and yield Reactants: C(C)(C)C1=NNC(C2=CC=CC=C12)=O (4-isopropylphthalazin-1(2H)-one), CC(C)(C)[O-].[K+] (KOtBu), C1(=CC=CC=C1)P(=O)(C1=CC=CC=C1)ON (O-(diphenylphosphoryl)hydroxylamine). Solvent: CCOC(=O)C (EtOAc), C1CCOC1 (THF). Conditions: time 45 minute. Yields the product NN1C(C2=CC=CC=C2C(=N1)C(C)C)=O (2-amino-4-isopropylphthalazin-1(2H)-one). Yield: 109.2%. RXN SMILES: [CH:1]([C:4]1[C:13]2[C:8](=[CH:9][CH:10]=[CH:11][CH:12]=2)[C:7](=[O:14])[NH:6][N:5]=1)([CH3:3])[CH3:2].CC([O-])(C)C.[K+].C1(P(O[NH2:36])(C2C=CC=CC=2)=O)C=CC=CC=1>C1COCC1.CCOC(C)=O>[NH2:36][N:6]1[N:5]=[C:4]([CH:1]([CH3:3])[CH3:2])[C:13]2[C:8](=[CH:9][CH:10]=[CH:11][CH:12]=2)[C:7]1=[O:14] |f:1.2|. Procedure details: A mixture of the product of Example 1A (30.0 mg, 0.159 mmol) and KOtBu (1 M in THF, 0.32 mL, 0.32 mmol) in THF (1 mL) was stirred for 45 minutes, and O-(diphenylphosphoryl)hydroxylamine (57.6 mg, 0.247 mmol) [Klotzer, W.; Stadlwieser, J.; Raneburger, J. Organic Syntheses 1986, 64, 96-103] was added and stirred overnight. The mixture was diluted with EtOAc, washed with saturated aqueous NaHCO3 and brine, dried (Na2SO4), and concentrated to give 35.3 mg of crude product as a tan solid, which was u... Reactants: CC1CCN(CC1)C(C(=O)O[C@H]1CN2CCC1CC2)C2=CC=CC=C2 ((R)-Quinuclidin-3-yl 2-(4-methylpiperidin-1-yl)-2-phenylacetate), BrCC(=O)C1=CC=CC=C1 (2-bromo-1-phenylethanone). Run in C(C)#N (acetonitrile). Run at time 8 hour. Product: [Br-].CC1CCN(CC1)C(C(=O)O[C@H]1C[N+]2(CCC1CC2)CC(C2=CC=CC=C2)=O)C2=CC=CC=C2 ((3R)-3-(2-(4-methylpiperidin-1-yl)-2-phenylacetoxy)-1-(2-oxo-2-phenylethyl)-1-azoniabicyclo[2.2.2]octane bromide). Isolated yield 5.4%. As a reaction SMILES: [CH3:1][CH:2]1[CH2:7][CH2:6][N:5]([CH:8]([C:20]2[CH:25]=[CH:24][CH:23]=[CH:22][CH:21]=2)[C:9]([O:11][C@@H:12]2[CH:17]3[CH2:18][CH2:19][N:14]([CH2:15][CH2:16]3)[CH2:13]2)=[O:10])[CH2:4][CH2:3]1.[Br:26][CH2:27][C:28]([C:30]1[CH:35]=[CH:34][CH:33]=[CH:32][CH:31]=1)=[O:29]>C(#N)C>[Br-:26].[CH3:1][CH:2]1[CH2:7][CH2:6][N:5]([CH:8]([C:20]2[CH:25]=[CH:24][CH:23]=[CH:22][CH:21]=2)[C:9]([O:11][C@@H:12]2[CH:17]3[CH2:18][CH2:19][N+:14]([CH2:27][C:28](=[O:29])[C:30]4[CH:35]=[CH:34][CH:33]=[CH:32][CH:31]=4)([CH2:15][CH2:16]3)[CH2:13]2)=[O:10])[CH2:4][CH2:3]1 |f:3.4|. Procedure: (R)-Quinuclidin-3-yl 2-(4-methylpiperidin-1-yl)-2-phenylacetate (58 mg, 0.17 mmol) and 2-bromo-1-phenylethanone (37.1 mg, 0.19 mmol) were dissolved in acetonitrile (3 ml) and stirred at room temperature overnight. The solvent was evaporated and the residue was tritured with Et2O and filtered under vacuum. The recovered solid was further purified by preparative HPLC to obtain (3R)-3-(2-(4-methylpiperidin-1-yl)-2-phenylacetoxy)-1-(2-oxo-2-phenylethyl)-1-azoniabicyclo[2.2.2]octane bromide (5 mg, 5....